From a dataset of the Open Reaction Database (ORD), a public repository of structured organic reaction records. describe an organic reaction: reactants, conditions, products, and yield The product is CCCN1C(=O)c2ccccc2C1CC(=O)NC(=N)N. RXN SMILES: [CH3:1][C:2]([CH3:3])([O-:4])[CH3:5].[Cl-:7].[K+:6].[NH2:8][C:9]([NH2:10])=[NH2+:11].[O:12]=[C:13]1[N:14]([CH2:28][CH2:29][CH3:30])[CH:15]([CH2:22][C:23](=[O:24])[O:25][CH2:26][CH3:27])[c:16]2[cH:17][cH:18][cH:19][cH:20][c:21]21.[OH2:31]>>[NH:8]=[C:9]([NH2:10])[NH:11][C:23]([CH2:22][CH:15]1[N:14]([CH2:28][CH2:29][CH3:30])[C:13](=[O:12])[c:21]2[c:16]1[cH:17][cH:18][cH:19][cH:20]2)=[O:24]. Reactants: CC(C)(C)[O-], [Cl-], [K+], NC(N)=[NH2+], CCCN1C(=O)c2ccccc2C1CC(=O)OCC, O. The reactants are SCCC(=O)OC (methyl 3-mercaptopropionate), CCC(=O)C (MEK). Product: C(=C)OCC.C(C=C)(=O)O.C1(\C=C/C(=O)O1)=O (Ethyl Vinyl Ether Acrylic Acid Maleic Anhydride). RXN SMILES: S[CH2:2][CH2:3][C:4]([O:6][CH3:7])=[O:5].[CH3:8][CH2:9][C:10](C)=[O:11]>>[CH:4]([O:6][CH2:7][CH3:8])=[CH2:3].[C:4]([OH:6])(=[O:5])[CH:3]=[CH2:2].[C:10]1(=[O:11])[O:6][C:4](=[O:5])[CH:8]=[CH:9]1 |f:2.3.4|. Reported procedure: A solution of 2.25 grams methyl 3-mercaptopropionate diluted to 4.7 grams with MEK was added via a syringe pump over two hours. Starting materials: O=[N+]([O-])c1ccc2c(c1)OC(CO)CO2, O, Cc1ccc(S(=O)(=O)Cl)cc1, c1ccncc1. Yields the product Cc1ccc(S(=O)(=O)OCC2COc3ccc([N+](=O)[O-])cc3O2)cc1. Reaction SMILES: [N+:1](=[O:2])([O-:3])[c:4]1[cH:5][cH:6][c:7]2[c:8]([cH:15]1)[O:9][CH:10]([CH2:13][OH:14])[CH2:11][O:12]2.[OH2:27].[c:16]1([CH3:26])[cH:17][cH:18][c:19]([S:22](=[O:23])(=[O:24])[Cl:25])[cH:20][cH:21]1.[cH:28]1[cH:29][cH:30][n:31][cH:32][cH:33]1>>[N+:1](=[O:2])([O-:3])[c:4]1[cH:5][cH:6][c:7]2[c:8]([cH:15]1)[O:9][CH:10]([CH2:13][O:14][S:22]([c:19]1[cH:18][cH:17][c:16]([CH3:26])[cH:21][cH:20]1)(=[O:23])=[O:24])[CH2:11][O:12]2. RXN SMILES: [Cl:1][c:2]1[c:3]([O:20][CH3:21])[c:4]([C:8]([CH2:9][C:10]([CH:11]=[O:12])([C:13]([F:14])([F:15])[F:16])[OH:17])([CH3:18])[CH3:19])[cH:5][cH:6][cH:7]1.[NH2:22][c:23]1[n:24][c:25]2[c:26]([F:34])[cH:27][cH:28][c:29]([NH2:33])[c:30]2[cH:31][cH:32]1>>[Cl:1][c:2]1[c:3]([O:20][CH3:21])[c:4]2[c:5]([cH:6][cH:7]1)[CH:11]([NH:33][c:29]1[cH:28][cH:27][c:26]([F:34])[c:25]3[n:24][c:23]([NH2:22])[cH:32][cH:31][c:30]31)[C:10]([C:13]([F:14])([F:15])[F:16])([OH:17])[CH2:9][C:8]2([CH3:18])[CH3:19]. Product: COc1c(Cl)ccc2c1C(C)(C)CC(O)(C(F)(F)F)C2Nc1ccc(F)c2nc(N)ccc12. The reactants are COc1c(Cl)cccc1C(C)(C)CC(O)(C=O)C(F)(F)F, Nc1ccc2c(N)ccc(F)c2n1. The reactants are COC1=CC=2C=3C4=C(C(=CC3NC2C=C1)C(=O)OCC1=CC=CC=C1)C(NC4=O)=O (benzyl 9-methoxy-1,3-dioxo-1,2,3,6-tetrahydropyrrolo[3,4-c]carbazole-4-carboxylate). Reagents/catalysts: [Pd] (Pd-C). Run in CN(C)C=O.CO (DMF MeOH). Conditions: time 2 hour. Yields the product COC1=CC=2C=3C4=C(C(=CC3NC2C=C1)C(=O)O)C(NC4=O)=O (9-Methoxy-1,3-dioxo-1,2,3,6-tetrahydropyrrolo[3,4-c]carbazole-4-carboxylic acid). As a reaction SMILES: [CH3:1][O:2][C:3]1[CH:15]=[CH:14][C:13]2[NH:12][C:11]3[CH:10]=[C:9]([C:16]([O:18]CC4C=CC=CC=4)=[O:17])[C:8]4[C:26](=[O:30])[NH:27][C:28](=[O:29])[C:7]=4[C:6]=3[C:5]=2[CH:4]=1>CN(C=O)C.CO.[Pd]>[CH3:1][O:2][C:3]1[CH:15]=[CH:14][C:13]2[NH:12][C:11]3[CH:10]=[C:9]([C:16]([OH:18])=[O:17])[C:8]4[C:26](=[O:30])[NH:27][C:28](=[O:29])[C:7]=4[C:6]=3[C:5]=2[CH:4]=1 |f:1.2|. Procedure details: A solution of benzyl 9-methoxy-1,3-dioxo-1,2,3,6-tetrahydropyrrolo[3,4-c]carbazole-4-carboxylate (2.00 g), prepared as in example 3, in DMF/MeOH (4:1) (50 mL) containing 5% Pd-C (0.50 g) was hydrogenated at 60 psi for 2 h (Parr apparatus). The solution was filtered through a plug of Celite, which was washed 6 times with neat DMF followed by MeOH (several cycles). The combined filtrate and washings were concentrated to dryness in vacuo and the residue was slurried with diethyl ether to give the 9...